This data is from the Open Reaction Database (ORD), a public repository of structured organic reaction records. The task is: describe an organic reaction: reactants, conditions, products, and yield The reactants are FC1=C(C=CC(=C1)Br)O (2-fluoro-4-bromophenol), [OH-].[Na+] (sodium hydroxide), C(C)I (ethyl iodide), ClCCl (dichloromethane). Reagents/catalysts: [Br-].C(CCC)[N+](CCCC)(CCCC)CCCC (tetra-n-butylammonium bromide). The solvent is O (water). Conditions: time 2 hour. Yields the product BrC1=CC(=C(C=C1)OCC)F (4-bromo-2-fluorophenetole). The yield is 69.4%. RXN SMILES: [F:1][C:2]1[CH:7]=[C:6]([Br:8])[CH:5]=[CH:4][C:3]=1[OH:9].[OH-].[Na+].[CH2:12](I)[CH3:13].ClCCl>[Br-].C([N+](CCCC)(CCCC)CCCC)CCC.O>[Br:8][C:6]1[CH:5]=[CH:4][C:3]([O:9][CH2:12][CH3:13])=[C:2]([F:1])[CH:7]=1 |f:1.2,5.6|. Procedure details: A mixture of 2-fluoro-4-bromophenol (19.1 g), sodium hydroxide (6 g), ethyl iodide (46.8 g), tetra-n-butylammonium bromide (3.2 g), dichloromethane (250 cm3) and water (250 cm3) was stirred virgorously at the ambient temperature for 51/2 hours, then allowed to stand for a further 68 hours. The organic layer was separated and the aqueous layer was washed with dichloromethane; the combined organic layers were dired over anhydrous sodium sulphate. The solvent was removed by evaporation under reduce... Reactants: C(=O)(OC(C)(C)C)N1CCC(CC1)C(=O)O (N-Boc-piperidine-4-carboxylic acid), [Cl-] (chloride), CN(C1CN(CC1)C1=CC=C(C=C1)NC)C (dimethyl[1-(4-methylaminophenyl)pyrrolidin-3-yl]amine), CN(C1CN(CC1)C1=CC=C(C=C1)NC(=O)C1CCN(CC1)C(=O)OC(C)(C)C)C (tert-Butyl 4-{[4-(3-dimethylaminopyrrolidin-1-yl)phenyl]carbamoyl}piperidin-1-carboxylate). Reagents/catalysts: CN(C)C=1C=CN=CC1 (DMAP). Run in ClCCl (dichloromethane), N1=CC=CC=C1 (pyridine), ClCCl (dichloromethane), C(C)N(CC)CC (triethylamine), ClCCl (dichloromethane). Run at time 16 hour. Product: CN(C1CN(CC1)C1=CC=C(C=C1)CNC(=O)C1CCN(CC1)C(=O)OC(C)(C)C)C (tert-Butyl 4-{[4-(3-dimethylaminopyrrolidin-1-yl)phenyl]methylcarbamoyl}-piperidine-1-carboxylate). As a reaction SMILES: C(N1CCC(C(O)=O)CC1)(OC(C)(C)C)=O.[Cl-].[CH3:18][N:19]([CH3:33])[CH:20]1[CH2:24][CH2:23][N:22]([C:25]2[CH:30]=[CH:29][C:28](NC)=[CH:27][CH:26]=2)[CH2:21]1.CN(C)C1CCN(C2C=C[C:44]([NH:47][C:48]([CH:50]3[CH2:55][CH2:54][N:53]([C:56]([O:58][C:59]([CH3:62])([CH3:61])[CH3:60])=[O:57])[CH2:52][CH2:51]3)=[O:49])=CC=2)C1>ClCCl.CN(C1C=CN=CC=1)C.C(N(CC)CC)C.N1C=CC=CC=1>[CH3:33][N:19]([CH3:18])[CH:20]1[CH2:24][CH2:23][N:22]([C:25]2[CH:26]=[CH:27][C:28]([CH2:44][NH:47][C:48]([CH:50]3[CH2:51][CH2:52][N:53]([C:56]([O:58][C:59]([CH3:62])([CH3:61])[CH3:60])=[O:57])[CH2:54][CH2:55]3)=[O:49])=[CH:29][CH:30]=2)[CH2:21]1. Reported procedure: A solution of N-Boc-piperidine-4-carboxylic acid (550 mg) and pyridine (0.47 ml) in dichloromethane (15 ml) was mixed with thinoyl chloride (0.21 ml) and, after 30 minutes, a solution of dimethyl[1-(4-methylaminophenyl)pyrrolidin-3-yl]amine (0.5 g), triethylamine (1.17 ml), DMAP (0.44 g) and dichloromethane (10 ml) was added dropwise. After 16 hours, the mixture was diluted with dichloromethane, washed with water and saturated brine, dried over sodium sulfate and concentrated. The residue was pu... The reactants are C(CCC)C=1N(C(=C(N1)Cl)C=O)CC=1C=C2C=CC(=NC2=CC1)C1=C(C=CC=C1)C=1N=NN(N1)C(C1=CC=CC=C1)(C1=CC=CC=C1)C1=CC=CC=C1 (2-butyl-4-chloro-1-{[2-[2-[2-(triphenylmethyl)-2H-tetrazol-5-yl]phenyl]quinolin-6-yl]methyl}-1H-imidazole-5-carbaldehyde), O (water), Cl (hydrochloric acid), [OH-].[Na+] (sodium hydroxide). Run in CO (methanol). Conditions: time 24 hour. Yields the product C(CCC)C=1N(C(=C(N1)Cl)C=O)CC=1C=C2C=CC(=NC2=CC1)C1=C(C=CC=C1)C1=NN=NN1 (2-butyl-4-chloro-1-{[2-[2-(1 H-tetrazol-5-yl)phenyl]-quinolin-6-yl]methyl}-1H-imidazole-5-carbaldehyde). The yield is 22.1%. As a reaction SMILES: [CH2:1]([C:5]1[N:6]([CH2:13][C:14]2[CH:15]=[C:16]3[C:21](=[CH:22][CH:23]=2)[N:20]=[C:19]([C:24]2[CH:29]=[CH:28][CH:27]=[CH:26][C:25]=2[C:30]2[N:31]=[N:32][N:33](C(C4C=CC=CC=4)(C4C=CC=CC=4)C4C=CC=CC=4)[N:34]=2)[CH:18]=[CH:17]3)[C:7]([CH:11]=[O:12])=[C:8]([Cl:10])[N:9]=1)[CH2:2][CH2:3][CH3:4].Cl.[OH-].[Na+].O>CO>[CH2:1]([C:5]1[N:6]([CH2:13][C:14]2[CH:15]=[C:16]3[C:21](=[CH:22][CH:23]=2)[N:20]=[C:19]([C:24]2[CH:29]=[CH:28][CH:27]=[CH:26][C:25]=2[C:30]2[NH:34][N:33]=[N:32][N:31]=2)[CH:18]=[CH:17]3)[C:7]([CH:11]=[O:12])=[C:8]([Cl:10])[N:9]=1)[CH2:2][CH2:3][CH3:4] |f:2.3|. Procedure: 0.70 g (0.98 mmol) of 2-butyl-4-chloro-1-{[2-[2-[2-(triphenylmethyl)-2H-tetrazol-5-yl]phenyl]quinolin-6-yl]methyl}-1H-imidazole-5-carbaldehyde obtained in Example 8 was suspended in 12 ml of methanol. 12 ml of concentrated hydrochloric acid was added thereto while in an iced water bath followed by stirring at room temperature for 24 hours. The reaction mixture was iced and alkalized with a 10N sodium hydroxide solution. After adding 10 ml of water thereto, the mixture was filtered and the filter... Reactants: C([O-])([O-])=O.[Na+].[Na+] (sodium carbonate), N1(CCCCC1)CC=1C=C(C=CC1)CO (3-(1-piperidinylmethyl)benzenemethanol), Cl.NCCS (cysteamine hydrochloride), CCOCC (ether). Solvent: Cl (hydrochloric acid). The product is N1(CCCCC1)CC=1C=C(C=CC1)CSCCN (2-[[[3-(1-Piperidinylmethyl)phenyl]methyl]thio]ethanamine). Yield: 68.4%. RXN SMILES: [N:1]1([CH2:7][C:8]2[CH:9]=[C:10]([CH2:14]O)[CH:11]=[CH:12][CH:13]=2)[CH2:6][CH2:5][CH2:4][CH2:3][CH2:2]1.Cl.[NH2:17][CH2:18][CH2:19][SH:20].CCOCC.C(=O)([O-])[O-].[Na+].[Na+]>Cl>[N:1]1([CH2:7][C:8]2[CH:9]=[C:10]([CH2:14][S:20][CH2:19][CH2:18][NH2:17])[CH:11]=[CH:12][CH:13]=2)[CH2:6][CH2:5][CH2:4][CH2:3][CH2:2]1 |f:1.2,4.5.6|. Procedure details: A mixture of 3-(1-piperidinylmethyl)benzenemethanol (10.8 g) and cysteamine hydrochloride (6.48 g) in concentrated hydrochloric acid (25 ml) was heated at 100° for 3 h. The cooled mixture was added to ether (500 ml) and treated with an excess of sodium carbonate. The organic solution was filtered and distilled to give the title compound as an oil (9.51 g) b.p. 175° (6×10-2 mm). TLC silica; ethyl acetate:water:isopropanol:0.88 ammonia 25:8:15:2; Rf 0.7. Starting materials: C(C1=CC=CC=C1)OC[C@H]1N(C[C@@H](N(C1)CC1=CC=CC=C1)CN1CCCC1)C(=O)OC ((2S,5S)-Methyl 2-[(Benzyloxy)methyl]-5-[(1-pyrrolidinyl)methyl]-4-(phenylmethyl)-1-piperazinecarboxylate), C(Cl)Cl (CH2Cl2), C(C)(C)N(C(C)C)CC (N,N-diisopropylethylamine), FC(C1=CC=C(C=C1)CC(=O)O)(F)F (4-trifluoromethylphenyl acetic acid), O.ON1N=NC2=C1C=CC=C2 (1-hydroxybenzotriazole hydrate), C(Cl)Cl (CH2Cl2), CCN=C=NCCCN(C)C (EDCI). Product: Cl.FC(C1=CC=C(C=C1)CC(=O)N([C@H]1[C@@H](CCCC1)N1CCCC1)C)(F)F ((±)-trans-4-Trifluoromethyl-N-methyl-N-[2-(1-pyrrolidinyl)cyclohexyl]-phenylacetamide Hydrochloride). As a reaction SMILES: [F:1][C:2]([F:14])([F:13])[C:3]1[CH:8]=[CH:7][C:6]([CH2:9][C:10]([OH:12])=O)=[CH:5][CH:4]=1.O.ON1C2C=CC=CC=2N=N1.CCN=C=N[CH2:31][CH2:32][CH2:33][N:34]([CH3:36])[CH3:35].C(OC[C@@H]1C[N:50]([CH2:52][C:53]2C=C[CH:56]=[CH:55][CH:54]=2)[C@@H:49](CN2CCCC2)CN1C(OC)=O)C1C=CC=CC=1.C(N(CC)C(C)C)(C)C.C(Cl)[Cl:79]>>[ClH:79].[F:13][C:2]([F:1])([F:14])[C:3]1[CH:4]=[CH:5][C:6]([CH2:9][C:10]([N:50]([CH3:49])[C@@H:52]2[CH2:53][CH2:54][CH2:55][CH2:56][C@H:36]2[N:34]2[CH2:33][CH2:32][CH2:31][CH2:35]2)=[O:12])=[CH:7][CH:8]=1 |f:1.2,7.8|. Reported procedure: To a solution of 4-trifluoromethylphenyl acetic acid (1.45 g, 7.08 mmol) in 10 mL of dry CH2Cl2 under a nitrogen atmosphere was added 1-hydroxybenzotriazole hydrate (HOBT) (0.95 g, 7.08 mmol) and stirred. The reaction mixture was cooled to 0→5° C. and solid EDCI ([1-(3-dimethylaminopropyl)-3-ethyl-carbodiimide HCl]) (1.35 g, 7.08 mmol) was added and stirred at this temperature for 30 min. A solution of (±) 3 (1.0 g, 5.48 mmol) in 10 mL of dry CH2Cl2 was added followed by N,N-diisopropylethylamin... The reactants are BrCc1ccccc1, O=C([O-])[O-], CC(C)(C)OC(=O)N1CC(=O)CC1C(=O)O, CCOC(C)=O, CN(C)C=O, [K+], [K+]. Yields the product CC(C)(C)OC(=O)N1CC(=O)CC1C(=O)OCc1ccccc1. As a reaction SMILES: [Br:23][CH2:24][c:25]1[cH:26][cH:27][cH:28][cH:29][cH:30]1.[C:17](=[O:18])([O-:19])[O-:20].[C:1]([CH3:2])([CH3:3])([CH3:4])[O:5][C:6](=[O:7])[N:8]1[CH:9]([C:14](=[O:15])[OH:16])[CH2:10][C:11](=[O:13])[CH2:12]1.[CH2:36]([O:37][C:38](=[O:39])[CH3:40])[CH3:41].[CH3:31][N:32]([CH3:33])[CH:34]=[O:35].[K+:21].[K+:22]>>[C:1]([CH3:2])([CH3:3])([CH3:4])[O:5][C:6](=[O:7])[N:8]1[CH:9]([C:14](=[O:15])[O:16][CH2:24][c:25]2[cH:26][cH:27][cH:28][cH:29][cH:30]2)[CH2:10][C:11](=[O:13])[CH2:12]1. Procedure details: To a solution of methyl 2-benzyl-9-bromo-5-oxo-1,2,3,4,5,10-hexahydrobenzo[b][1,7]naphthyridine-6-carboxylate (0.1 g, 0.23 mmol) in MeOH (3 mL) was added Pd/C (0.04 g, 5%, 50% water), and the mixture was stirred at atmosphere of hydrogen for about 2.5 h. Debromination occurred without substantially removing benzyl group under this condition. Then the mixture was filtered, washed with MeOH (50 mL), concentrated and was chromatographed on silica gel to afford the product (0.05 g). MS (ESI) m/e [M+... Product: C(C1=CC=CC=C1)N1CCC=2C(C3=C(NC2C1)C=CC=C3C(=O)OC)=O (Methyl 2-benzyl-5-oxo-1,2,3,4,5,10-hexahydrobenzo[b][1,7]naphthyridine-6-carboxylate). The reactants are C(C1=CC=CC=C1)N1CCC=2C(C3=C(NC2C1)C(=CC=C3C(=O)OC)Br)=O (methyl 2-benzyl-9-bromo-5-oxo-1,2,3,4,5,10-hexahydrobenzo[b][1,7]naphthyridine-6-carboxylate), [H][H] (hydrogen). Reagents/catalysts: [Pd] (Pd/C). As a reaction SMILES: [CH2:1]([N:8]1[CH2:17][C:16]2[NH:15][C:14]3[C:18](Br)=[CH:19][CH:20]=[C:21]([C:22]([O:24][CH3:25])=[O:23])[C:13]=3[C:12](=[O:27])[C:11]=2[CH2:10][CH2:9]1)[C:2]1[CH:7]=[CH:6][CH:5]=[CH:4][CH:3]=1.[H][H]>CO.[Pd]>[CH2:1]([N:8]1[CH2:17][C:16]2[NH:15][C:14]3[CH:18]=[CH:19][CH:20]=[C:21]([C:22]([O:24][CH3:25])=[O:23])[C:13]=3[C:12](=[O:27])[C:11]=2[CH2:10][CH2:9]1)[C:2]1[CH:7]=[CH:6][CH:5]=[CH:4][CH:3]=1. Run in CO (MeOH). The yield is 62.4%.